From a dataset of the Open Reaction Database (ORD), a public repository of structured organic reaction records. describe an organic reaction: reactants, conditions, products, and yield Starting materials: CC(C(=O)OC)(C(C(=O)OC)=O)C (dimethyl 2,2-dimethyl-3-oxobutanedioate), FC1=C(CN2N=C(C=3C2=NC(=NC3)C)C(NN)=N)C=CC=C1F (1-(2,3-difluorobenzyl)-6-methyl-1H-pyrazolo[3,4-d]pyrimidine-3-carboximidohydrazide), CC(C(=O)OC)(C(C(=O)OC)=O)C (dimethyl 2,2-dimethyl-3-oxobutanedioate). Solvent: C(C)O (ethanol), C(C)O (ethanol), C(C)O (ethanol). The product is FC1=C(CN2N=C(C=3C2=NC(=NC3)C)C=3N=NC(=C(N3)O)C(C(=O)OC)(C)C)C=CC=C1F (Methyl 2-{3-[1-(2,3-difluorobenzyl)-6-methyl-1H-pyrazolo[3,4-d]pyrimidin-3-yl]-5-hydroxy-1,2,4-triazin-6-yl}-2-methylpropanoate). The yield is 27.0%. Reaction SMILES: [CH3:1][C:2]([CH3:13])([C:7](=O)[C:8](OC)=[O:9])[C:3]([O:5][CH3:6])=[O:4].[F:14][C:15]1[C:35]([F:36])=[CH:34][CH:33]=[CH:32][C:16]=1[CH2:17][N:18]1[C:22]2=[N:23][C:24]([CH3:27])=[N:25][CH:26]=[C:21]2[C:20]([C:28](=[NH:31])[NH:29][NH2:30])=[N:19]1>C(O)C>[F:14][C:15]1[C:35]([F:36])=[CH:34][CH:33]=[CH:32][C:16]=1[CH2:17][N:18]1[C:22]2=[N:23][C:24]([CH3:27])=[N:25][CH:26]=[C:21]2[C:20]([C:28]2[N:29]=[N:30][C:7]([C:2]([CH3:13])([CH3:1])[C:3]([O:5][CH3:6])=[O:4])=[C:8]([OH:9])[N:31]=2)=[N:19]1. Procedure: 374 mg (1.985 mmol) of dimethyl 2,2-dimethyl-3-oxobutanedioate were initially charged in 8 ml of ethanol and heated to reflux. Subsequently, 420 mg (1.324 mmol) of 1-(2,3-difluorobenzyl)-6-methyl-1H-pyrazolo[3,4-d]pyrimidine-3-carboximidohydrazide suspended in 8 ml of ethanol were added and the mixture was heated to reflux overnight. Another 299 mg (1.588 mmol) of dimethyl 2,2-dimethyl-3-oxobutanedioate dissolved in 3 ml of ethanol were added and the mixture was boiled under reflux overnight. Af... The reactants are S(=O)(=O)([O-])[O-].C[S+](C)C.C[S+](C)C (trimethylsulfonium sulfate), [OH-].[Na+] (NaOH), ClC=1C=C(C=O)C=CC1 (3-chlorobenzaldehyde), C(Cl)Cl (CH2Cl2). The reagents and catalysts are [Br-].C(CCC)[N+](CCCC)(CCCC)CCCC (tetrabutylammonium bromide). Solvent: [Cl-].[Na+].O (brine), C(C)OCC (diethyl ether). Conditions: temperature 50 celsius. The product is ClC=1C=C(C2CO2)C=CC1 (3-chlorostyrene oxide). The yield is 92.0%. As a reaction SMILES: S([O-])([O-])(=O)=O.C[S+](C)C.C[S+](C)C.[OH-].[Na+].[Cl:16][C:17]1[CH:18]=[C:19]([CH:22]=[CH:23][CH:24]=1)[CH:20]=[O:21].[CH2:25](Cl)Cl>[Br-].C([N+](CCCC)(CCCC)CCCC)CCC.[Cl-].[Na+].O.C(OCC)C>[Cl:16][C:17]1[CH:18]=[C:19]([CH:22]=[CH:23][CH:24]=1)[CH:20]1[O:21][CH2:25]1 |f:0.1.2,3.4,7.8,9.10.11|. Reported procedure: Synthesis of (±)-1: The aqueous solution of trimethylsulfonium sulfate (20 mL, 1.05×10−1 mol) was added slowly to a two-phase mixture of 50% NaOH (100 mL), 3-chlorobenzaldehyde (7.03 g, 5.00×10−2 mol), tetrabutylammonium bromide (0.126 g, 3.91×10−4 mol), and CH2Cl2 (132 mL). The reaction was heated at 50° C. for 13 hours and then cooled to room temperature. The reaction was diluted carefully with brine (250 mL) and diethyl ether (350 mL), and then filtered to remove solids. The aqueous layer was... Reactants: NC1=C2N=CN(C2=NC(=N1)Cl)CC1=CC=CC=C1 (6-Amino-9-benzyl-2-chloropurine), NC1=CC=CC=C1 (aniline), [OH-].[Na+] (sodium hydroxide). Solvent: C(CCC)O (1-butanol). Product: NC1=C2N=CN(C2=NC(=N1)NC1=CC=CC=C1)CC1=CC=CC=C1 (6-Amino-2-anilino-9-benzylpurine). Yield: 88.7%. RXN SMILES: [NH2:1][C:2]1[N:10]=[C:9](Cl)[N:8]=[C:7]2[C:3]=1[N:4]=[CH:5][N:6]2[CH2:12][C:13]1[CH:18]=[CH:17][CH:16]=[CH:15][CH:14]=1.[NH2:19][C:20]1[CH:25]=[CH:24][CH:23]=[CH:22][CH:21]=1.[OH-].[Na+]>C(O)CCC>[NH2:1][C:2]1[N:10]=[C:9]([NH:19][C:20]2[CH:25]=[CH:24][CH:23]=[CH:22][CH:21]=2)[N:8]=[C:7]2[C:3]=1[N:4]=[CH:5][N:6]2[CH2:12][C:13]1[CH:18]=[CH:17][CH:16]=[CH:15][CH:14]=1 |f:2.3|. Procedure: 6-Amino-9-benzyl-2-chloropurine (100 mg, 0.385 mmol) and aniline (359 mg, 3.85 mmol) in 1-butanol (10 ml) were refluxed on heating for 20 hours. The reaction mixture was condensed in vacuo. To the residue was added 5N aqueous sodium hydroxide and the mixture was extracted with chloroform. The organic layer was dried on sodium sulfate, filtered and the solvent in the filtrate was evaporated in vacuo. The residue was purified with silica gel chromatography (2% methanol/chloroform) to give the subj...